This data is from the Open Reaction Database (ORD), a public repository of structured organic reaction records. The task is: describe an organic reaction: reactants, conditions, products, and yield As a reaction SMILES: [CH3:18][C:19](=[O:20])[Cl:21].[F:1][c:2]1[cH:3][c:4]([CH:9]([CH2:10][C:11](=[O:12])[OH:13])[CH2:14][C:15](=[O:16])[OH:17])[cH:5][cH:6][c:7]1[F:8]>>[F:1][c:2]1[cH:3][c:4]([CH:9]2[CH2:10][C:11](=[O:13])[O:17][C:15](=[O:16])[CH2:14]2)[cH:5][cH:6][c:7]1[F:8]. The reactants are CC(=O)Cl, O=C(O)CC(CC(=O)O)c1ccc(F)c(F)c1. Product: O=C1CC(c2ccc(F)c(F)c2)CC(=O)O1. Reactants: amine, N1=CC(=CC=C1)COCCN ((3-pyridinyl)methyloxyethylamine), [Na] (sodium), N1=CC(=CC=C1)CO (3-pyridinylmethanol), ClCC#N (chloracetonitrile). Solvent: CN(C=O)C (dimethylformamide). The product is N1=CC(=CC=C1)OCC#N (2-(3-pyridinyloxy)acetonitrile). RXN SMILES: N1C=CC=C(C[O:8][CH2:9][CH2:10][NH2:11])C=1.[Na].[N:13]1[CH:18]=[CH:17][CH:16]=[C:15](CO)[CH:14]=1.ClCC#N>CN(C)C=O>[N:13]1[CH:18]=[CH:17][CH:16]=[C:15]([O:8][CH2:9][C:10]#[N:11])[CH:14]=1 |^1:11|. Procedure: The starting amine, (3-pyridinyl)methyloxyethylamine, was prepared by the following procedure: reaction of the sodium salt of 3-pyridinylmethanol and chloracetonitrile in dimethylformamide gave 2-(3-pyridinyloxy)acetonitrile, which, upon reduction with borane in tetrahydroduran solution, gave the desired amine. Reactants: CN(C=1C=C2C=CNC(C2=CC1)=O)C (6-Dimethylamino-2H-isoquinolin-1-one), cuprous iodide, C([O-])([O-])=O.[K+].[K+] (potassium carbonate), BrC1=CC(=CC=C1)Br (1,3-dibromobenzene). The solvent is CS(=O)C (DMSO). Conditions: temperature 150 celsius. Yields the product BrC=1C=C(C=CC1)N1C(C2=CC=C(C=C2C=C1)N(C)C)=O (2-(3-Bromo-phenyl)-6-dimethylamino-2H-isoquinolin-1-one). The yield is 61.9%. Reaction SMILES: [CH3:1][N:2]([CH3:14])[C:3]1[CH:4]=[C:5]2[C:10](=[CH:11][CH:12]=1)[C:9](=[O:13])[NH:8][CH:7]=[CH:6]2.C(=O)([O-])[O-].[K+].[K+].[Br:21][C:22]1[CH:27]=[CH:26][CH:25]=[C:24](Br)[CH:23]=1>CS(C)=O>[Br:21][C:22]1[CH:23]=[C:24]([N:8]2[CH:7]=[CH:6][C:5]3[C:10](=[CH:11][CH:12]=[C:3]([N:2]([CH3:14])[CH3:1])[CH:4]=3)[C:9]2=[O:13])[CH:25]=[CH:26][CH:27]=1 |f:1.2.3|. Procedure: 6-Dimethylamino-2H-isoquinolin-1-one (39 mg, 0.21 mmol), cuprous iodide (8.0 mg, 0.041 mmol), and potassium carbonate (29 mg, 0.21 mmol) were deposited in sealed vessel. 3 mL DMSO and 1,3-dibromobenzene (98 mg, 0.42 mmol) were added. Argon was bubbled through the mixture for 2 minutes and the lid was tightly closed. This was heated at 150° C. for 5 hours. The resulting mixture was partitioned between ethyl acetate and water. The organic layer was washed with brine, dried over anhydrous magnesium...